From a dataset of the Open Reaction Database (ORD), a public repository of structured organic reaction records. describe an organic reaction: reactants, conditions, products, and yield Starting materials: CS(C)=O, CCN(C(C)C)C(C)C, ClCCl, [Na+], O=C([O-])O, COc1ccccc1C(O)COc1ccc(CC2SC(=O)NC2=O)cc1. Product: COc1ccccc1C(=O)COc1ccc(CC2SC(=O)NC2=O)cc1. RXN SMILES: [CH3:27][S:28](=[O:29])[CH3:30].[CH:31]([N:32]([CH2:33][CH3:34])[CH:35]([CH3:36])[CH3:37])([CH3:38])[CH3:39].[Cl:45][CH2:46][Cl:47].[Na+:44].[O-:40][C:41]([OH:42])=[O:43].[OH:1][CH:2]([CH2:3][O:4][c:5]1[cH:6][cH:7][c:8]([CH2:9][CH:10]2[C:11](=[O:16])[NH:12][C:13](=[O:15])[S:14]2)[cH:17][cH:18]1)[c:19]1[c:20]([O:25][CH3:26])[cH:21][cH:22][cH:23][cH:24]1>>[O:1]=[C:2]([CH2:3][O:4][c:5]1[cH:6][cH:7][c:8]([CH2:9][CH:10]2[C:11](=[O:16])[NH:12][C:13](=[O:15])[S:14]2)[cH:17][cH:18]1)[c:19]1[c:20]([O:25][CH3:26])[cH:21][cH:22][cH:23][cH:24]1.